This data is from the Open Reaction Database (ORD), a public repository of structured organic reaction records. The task is: describe an organic reaction: reactants, conditions, products, and yield The reactants are N(=[N+]=[N-])C[C@@H]1[C@H](C[C@H](C)O1)O (2,5-Anhydro-6-azido-1,3,6-trideoxy-D-ribo-hexitol), CCN(C(C)C)C(C)C (Hunig's base), CS(=O)(=O)Cl (methanesulfonyl chloride), C(Cl)Cl (methylene chloride). Run in C(C)(=O)OCC.CCCCCC (ethyl acetate hexane). The product is CS(=O)(=O)O[C@H]1C[C@H](C)O[C@@H]1CN=[N+]=[N-] (2,5-Anhydro-6-azido-1,3,6-trideoxy-D-ribo-hexitol 4-Methanesulfonate). Yield: 48.7%. RXN SMILES: [N:1]([CH2:4][C@H:5]1[O:10][C@@H:8]([CH3:9])[CH2:7][C@@H:6]1[OH:11])=[N+:2]=[N-:3].CCN(C(C)C)C(C)C.[CH3:21][S:22](Cl)(=[O:24])=[O:23].C(Cl)Cl>C(OCC)(=O)C.CCCCCC>[CH3:21][S:22]([O:11][C@@H:6]1[C@@H:5]([CH2:4][N:1]=[N+:2]=[N-:3])[O:10][C@@H:8]([CH3:9])[CH2:7]1)(=[O:24])=[O:23] |f:4.5|. Procedure details: The title compound is prepared by the procedure of Example 277 using 0.192 g of product from Example 338, 0.316 g of Hunig's base, 0.280 g of methanesulfonyl chloride and 0.35 ml of methylene chloride to give after chromatography (Silica gel: 30% ethyl acetate/hexane) 0.140 g of the desired product. The reactants are 158, C(C)(C)(C)OC(=O)N1CCC2OC2CC1 (8-oxa-4-aza-bicyclo[5.1.0]octane-4-carboxylic acid tert-butyl ester), C(C)O (ethanol), [Cl-].[NH4+] (ammonium chloride), [N-]=[N+]=[N-].[Na+] (sodium azide), 140, 57. Run in O (water). Run at temperature 75 celsius. The product is C(C)(C)(C)OC(=O)N1CCC(C(CC1)O)N=[N+]=[N-] (4-azido-5-hydroxy-azepane-1-carboxylic acid tert-butyl ester). Isolated yield 78.6%. RXN SMILES: [C:1]([O:5][C:6]([N:8]1[CH2:15][CH2:14][CH:13]2[CH:11]([O:12]2)[CH2:10][CH2:9]1)=[O:7])([CH3:4])([CH3:3])[CH3:2].C(O)C.[Cl-].[NH4+].[N-:21]=[N+:22]=[N-:23].[Na+]>O>[C:1]([O:5][C:6]([N:8]1[CH2:15][CH2:14][CH:13]([OH:12])[CH:11]([N:21]=[N+:22]=[N-:23])[CH2:10][CH2:9]1)=[O:7])([CH3:4])([CH3:3])[CH3:2] |f:2.3,4.5|. Reported procedure: To a stirred solution of 16.4 g 2,3,6,7-tetrahydro-azepine-1-carboxylic acid tert-butyl ester in 420 ml dichloromethane was added at −60° C. 35.8 g m-chloroperbenzoic acid (70% purity). The mixture was allowed to slowly warm to room temperature overnight, 1 l ethylacetate was added and the solution was extracted with aqueous sodium bicarbonate, 1N aqueous sodium hydroxide and brine. Evaporation of the solvent and chromatography yielded 14.5 g (82%) 8-oxa-4-aza-bicyclo[5.1.0]octane-4-carboxylic a... Starting materials: CC(c1ccc(O)cc1Cl)C(O)(c1ccc2oc(=O)n(C)c2c1)C(F)(F)F, COC(=O)c1ccc(B(O)O)cc1F. Product: COC(=O)c1ccc(Oc2ccc(C(C)C(O)(c3ccc4oc(=O)n(C)c4c3)C(F)(F)F)c(Cl)c2)cc1F. Reaction SMILES: [Cl:1][c:2]1[c:3]([CH:9]([C:10]([C:11]([F:12])([F:13])[F:14])([OH:15])[c:16]2[cH:17][cH:18][c:19]3[c:20]([n:21]([CH3:25])[c:22](=[O:24])[o:23]3)[cH:26]2)[CH3:27])[cH:4][cH:5][c:6]([OH:8])[cH:7]1.[F:28][c:29]1[cH:30][c:31]([B:39]([OH:40])[OH:41])[cH:32][cH:33][c:34]1[C:35](=[O:36])[O:37][CH3:38]>>[Cl:1][c:2]1[c:3]([CH:9]([C:10]([C:11]([F:12])([F:13])[F:14])([OH:15])[c:16]2[cH:17][cH:18][c:19]3[c:20]([n:21]([CH3:25])[c:22](=[O:24])[o:23]3)[cH:26]2)[CH3:27])[cH:4][cH:5][c:6]([O:8][c:31]2[cH:30][c:29]([F:28])[c:34]([C:35](=[O:36])[O:37][CH3:38])[cH:33][cH:32]2)[cH:7]1. Starting materials: [OH-].[Na+] (caustic soda), C(#C)C1(C2=CC=CC=C2C=2C=CC=CC12)O (9-ethynyl-9-fluorenol), C1(=CC=CC2=CC=CC=C12)O (1-naphthol), CC=1C=CC(=CC1)S(=O)(=O)O (PTSA). The solvent is C1(=CC=CC=C1)C (toluene). Yields the product O1C2=C(C=CC13C1=CC=CC=C1C=1C=CC=CC13)C=CC1=CC=CC=C12 (Spiro[fluorene-9,2'-[2H]naphtho[1,2-b]-pyrane]). RXN SMILES: [C:1]([C:3]1([OH:16])[C:15]2[CH:14]=[CH:13][CH:12]=[CH:11][C:10]=2[C:9]2[C:4]1=[CH:5][CH:6]=[CH:7][CH:8]=2)#[CH:2].[C:17]1(O)[C:26]2[C:21](=[CH:22][CH:23]=[CH:24][CH:25]=2)[CH:20]=[CH:19][CH:18]=1.CC1C=CC(S(O)(=O)=O)=CC=1.[OH-].[Na+]>C1(C)C=CC=CC=1>[O:16]1[C:3]2([C:15]3[CH:14]=[CH:13][CH:12]=[CH:11][C:10]=3[C:9]3[C:4]2=[CH:5][CH:6]=[CH:7][CH:8]=3)[CH:1]=[CH:2][C:24]2[CH:23]=[CH:22][C:21]3[C:26]([C:25]1=2)=[CH:17][CH:18]=[CH:19][CH:20]=3 |f:3.4|. Reported procedure: 3.09 g of 9-ethynyl-9-fluorenol (15 mmoles) and 2.49 g of 1-naphthol (17.25 mmoles) were dissolved under reflux in 30 ml of anhydrous toluene in an inert atmosphere. 0.03 g of PTSA was then added. The reaction mixture was refluxed in an inert atmosphere for 2 hours 30 minutes. On returning to room temperature, the mixture was poured onto an aqueous 10% caustic soda solution. After decanting, the aqueous phase was continuously extracted with dichloromethane. The organic phases were combined and d... RXN SMILES: [Cl:30][CH2:31][Cl:32].[N+:3](=[O:4])([O-:5])[c:6]1[cH:7][n:8][n:9]([CH2:11][c:12]2[cH:13][c:14]([CH2:17][OH:18])[n:15][o:16]2)[cH:10]1.[N:1]#[N:2].[O:19]=[Cr:20]([Cl:21])([O-:22])=[O:23].[nH+:24]1[cH:25][cH:26][cH:27][cH:28][cH:29]1>>[N+:3](=[O:4])([O-:5])[c:6]1[cH:7][n:8][n:9]([CH2:11][c:12]2[cH:13][c:14]([CH:17]=[O:18])[n:15][o:16]2)[cH:10]1. Yields the product O=Cc1cc(Cn2cc([N+](=O)[O-])cn2)on1. Reactants: ClCCl, O=[N+]([O-])c1cnn(Cc2cc(CO)no2)c1, N#N, O=[Cr](=O)([O-])Cl, c1cc[nH+]cc1.